From a dataset of the Open Reaction Database (ORD), a public repository of structured organic reaction records. describe an organic reaction: reactants, conditions, products, and yield Starting materials: [BH4-].[Na+] (sodium borohydride), O=C(CCC(=O)NC1=CC=C(C=C1)S(=O)(=O)C1=CC=C(C=C1)NC(CCC(C)=O)=O)C (4-oxo-pentanoic acid {4-[4-(4-oxo-pentanoylamino)-benzenesulfonyl]-phenyl}-amide). The solvent is CO (methanol), C1CCOC1 (THF). The product is OC(CCC(=O)NC1=CC=C(C=C1)S(=O)(=O)C1=CC=C(C=C1)NC(CCC(C)O)=O)C (4-Hydroxy-pentanoic acid {4-[4-(4-hydroxy-pentanoylamino)-benzenesulfonyl]-phenyl}-amide). As a reaction SMILES: [BH4-].[Na+].[O:3]=[C:4]([CH3:33])[CH2:5][CH2:6][C:7]([NH:9][C:10]1[CH:15]=[CH:14][C:13]([S:16]([C:19]2[CH:24]=[CH:23][C:22]([NH:25][C:26](=[O:32])[CH2:27][CH2:28][C:29](=[O:31])[CH3:30])=[CH:21][CH:20]=2)(=[O:18])=[O:17])=[CH:12][CH:11]=1)=[O:8]>CO.C1COCC1>[OH:31][CH:29]([CH3:30])[CH2:28][CH2:27][C:26]([NH:25][C:22]1[CH:21]=[CH:20][C:19]([S:16]([C:13]2[CH:12]=[CH:11][C:10]([NH:9][C:7](=[O:8])[CH2:6][CH2:5][CH:4]([OH:3])[CH3:33])=[CH:15][CH:14]=2)(=[O:18])=[O:17])=[CH:24][CH:23]=1)=[O:32] |f:0.1|. Procedure details: A solution of sodium borohydride in methanol was cooled to 5° C. A solution of 4-oxo-pentanoic acid {4-[4-(4-oxo-pentanoylamino)-benzenesulfonyl]-phenyl}-amide in THF was added and the resulting reaction mixture was stirred at room temperature. After workup and purification, the product was obtained as a colourless solid. The reactants are C(C)C1=C(C=CC(=C1)[N+](=O)[O-])N1C(C=2C(C1=O)=CC(=CC2)Cl)=O (N-(2-ethyl-4-nitrophenyl)-4-chlorophthalimide), [H][H] (hydrogen). Reagents/catalysts: [Ni] (Raney Nickel). Run in C(C)(=O)OCC (ethyl acetate). Product: C(C)C1=C(C=CC(=C1)N)N1C(C=2C(C1=O)=CC(=CC2)Cl)=O (N-(2-ethyl-4-aminophenyl)-4-chlorophthalimide). The yield is 53.3%. As a reaction SMILES: [CH2:1]([C:3]1[CH:8]=[C:7]([N+:9]([O-])=O)[CH:6]=[CH:5][C:4]=1[N:12]1[C:16](=[O:17])[C:15]2=[CH:18][C:19]([Cl:22])=[CH:20][CH:21]=[C:14]2[C:13]1=[O:23])[CH3:2].[H][H]>C(OCC)(=O)C.[Ni]>[CH2:1]([C:3]1[CH:8]=[C:7]([NH2:9])[CH:6]=[CH:5][C:4]=1[N:12]1[C:16](=[O:17])[C:15]2=[CH:18][C:19]([Cl:22])=[CH:20][CH:21]=[C:14]2[C:13]1=[O:23])[CH3:2]. Procedure: The solution of 1.65 g of N-(2-ethyl-4-nitrophenyl)-4-chlorophthalimide in 80 ml of ethyl acetate is hydrogenated over 5 g of Raney Nickel at 2.5 atm. of hydrogen pressure for 5 hours. After filtration the residue of 1.5 g is crystallized from ethyl acetate-hexane to give 800 mg of the N-(2-ethyl-4-aminophenyl)-4-chlorophthalimide melting at 118°-120°. The reactants are O=C1NCCC12CCN(CC2)C(=O)OC(C)(C)C (tert-butyl 1-oxo-2,8-diazaspiro[4.5]decane-8-carboxylate), FC(S(=O)(=O)OC=1C(OC(C1)=O)C)(F)F (2-methyl-5-oxo-2,5-dihydrofuran-3-yl trifluoromethanesulfonate), CC1(C2=C(C(=CC=C2)P(C3=CC=CC=C3)C4=CC=CC=C4)OC5=C(C=CC=C51)P(C6=CC=CC=C6)C7=CC=CC=C7)C (Xantphos), O (water), C([O-])([O-])=O.[K+].[K+] (potassium carbonate). Reagents/catalysts: C(C)(=O)[O-].[Pd+2].C(C)(=O)[O-] (palladium (II) acetate). The solvent is C1(=CC=CC=C1)C (toluene). Run at temperature 65 celsius. Yields the product CC1OC(C=C1N1C(C2(CC1)CCN(CC2)C(=O)OC(C)(C)C)=O)=O (tert-butyl 2-(2-methyl-5-oxo-2,5-dihydrofuran-3-yl)-1-oxo-2,8-diazaspiro[4.5]decane-8-carboxylate). RXN SMILES: [O:1]=[C:2]1[C:6]2([CH2:11][CH2:10][N:9]([C:12]([O:14][C:15]([CH3:18])([CH3:17])[CH3:16])=[O:13])[CH2:8][CH2:7]2)[CH2:5][CH2:4][NH:3]1.FC(F)(F)S(O[C:25]1[CH:26]([CH3:31])[O:27][C:28](=[O:30])[CH:29]=1)(=O)=O.CC1(C)C2C(=C(P(C3C=CC=CC=3)C3C=CC=CC=3)C=CC=2)OC2C(P(C3C=CC=CC=3)C3C=CC=CC=3)=CC=CC1=2.O.C(=O)([O-])[O-].[K+].[K+]>C1(C)C=CC=CC=1.C([O-])(=O)C.[Pd+2].C([O-])(=O)C>[CH3:31][CH:26]1[C:25]([N:3]2[CH2:4][CH2:5][C:6]3([CH2:11][CH2:10][N:9]([C:12]([O:14][C:15]([CH3:18])([CH3:17])[CH3:16])=[O:13])[CH2:8][CH2:7]3)[C:2]2=[O:1])=[CH:29][C:28](=[O:30])[O:27]1 |f:4.5.6,8.9.10|. Reported procedure: A mixture of tert-butyl 1-oxo-2,8-diazaspiro[4.5]decane-8-carboxylate (200 mg, 0.786 mmol), 2-methyl-5-oxo-2,5-dihydrofuran-3-yl trifluoromethanesulfonate (232 mg, 0.944 mmol), Xantphos (45.5 mg, 0.079 mmol), palladium (II) acetate (8.83 mg, 0.039 mmol), water (0.043 mL, 2.359 mmol), and potassium carbonate (217 mg, 1.573 mmol) in toluene (20 mL) was degassed by nitrogen and heated at 65° C. for 16 h. After filtration through CELITE® the filtrate was concentrated and the residue was purified on ...